This data is from the Open Reaction Database (ORD), a public repository of structured organic reaction records. The task is: describe an organic reaction: reactants, conditions, products, and yield Conditions: time 2 hour. Procedure details: A mixture of ethyl (E)-3-[3-chloro-4-(imidazol-1-ylmethyl)phenyl]prop-2-enoate (0.1 g, 0.31 mmol) and hydrochloric acid (6M, 2.0 ml) was stirred and boiled for 2 h. The reaction mixture was then concentrated under reduced pressure, when ethanol (4.0 ml) was added and the reaction mixture was again concentrated. Reactants: ClC=1C=C(C=CC1CN1C=NC=C1)/C=C/C(=O)OCC (ethyl (E)-3-[3-chloro-4-(imidazol-1-ylmethyl)phenyl]prop-2-enoate), Cl (hydrochloric acid). Product: Cl.ClC=1C=C(C=CC1CN1C=NC=C1)/C=C/C(=O)O ((E)-3-[3-Chloro-4-(imidazol-1-ylmethyl)phenyl]prop-2-enoic acid hydrochloride). As a reaction SMILES: [Cl:1][C:2]1[CH:3]=[C:4](/[CH:14]=[CH:15]/[C:16]([O:18]CC)=[O:17])[CH:5]=[CH:6][C:7]=1[CH2:8][N:9]1[CH:13]=[CH:12][N:11]=[CH:10]1.Cl>>[ClH:1].[Cl:1][C:2]1[CH:3]=[C:4](/[CH:14]=[CH:15]/[C:16]([OH:18])=[O:17])[CH:5]=[CH:6][C:7]=1[CH2:8][N:9]1[CH:13]=[CH:12][N:11]=[CH:10]1 |f:2.3|.